Dataset: the Open Reaction Database (ORD), a public repository of structured organic reaction records. Task: describe an organic reaction: reactants, conditions, products, and yield Starting materials: CC(=O)O, CCN=C=NCCCN(C)C, CN(C)C=O, CCN(C(C)C)C(C)C, Clc1nc(N2CCOCC2)c2nc(CC3CCNCC3)ccc2n1, Cl, On1nnc2ccccc21. The product is CC(=O)N1CCC(Cc2ccc3nc(Cl)nc(N4CCOCC4)c3n2)CC1. As a reaction SMILES: [CH3:25][C:26]([OH:27])=[O:28].[CH3:40][N:41]([CH3:42])[CH2:43][CH2:44][CH2:45][N:46]=[C:47]=[N:48][CH2:49][CH3:50].[CH3:60][N:61]([CH3:62])[CH:63]=[O:64].[CH:51]([N:52]([CH2:53][CH3:54])[CH:55]([CH3:56])[CH3:57])([CH3:58])[CH3:59].[Cl:1][c:2]1[n:3][c:4]([N:19]2[CH2:20][CH2:21][O:22][CH2:23][CH2:24]2)[c:5]2[c:6]([n:7]1)[cH:8][cH:9][c:10]([CH2:12][CH:13]1[CH2:14][CH2:15][NH:16][CH2:17][CH2:18]1)[n:11]2.[ClH:39].[OH:29][n:30]1[c:31]2[cH:32][cH:33][cH:34][cH:35][c:36]2[n:37][n:38]1>>[Cl:1][c:2]1[n:3][c:4]([N:19]2[CH2:20][CH2:21][O:22][CH2:23][CH2:24]2)[c:5]2[c:6]([n:7]1)[cH:8][cH:9][c:10]([CH2:12][CH:13]1[CH2:14][CH2:15][N:16]([C:26]([CH3:25])=[O:27])[CH2:17][CH2:18]1)[n:11]2. The reactants are BrC1=CC=C(CN2C(=NC3=C2C=C(C=C3)OCC3=NC=C(C=C3)C)[C@@H]3[C@@H](CCCC3)C(=O)O)C=C1 (racemic cis-2-{1-(4-bromobenzyl)-6-[(5-methylpyridin-2-yl)methoxy]-1H-benzimidazol-2-yl}cyclohexanecarboxylic acid), CC(C)OC1=C(C(=CC=C1)OC(C)C)C2=CC=CC=C2P(C3CCCCC3)C4CCCCC4 (RuPhos), Cl.FC1(CNCC1)F (3,3-difluoropyrrolidine hydrochloride), N#N (N2). Run at temperature 50 celsius. Product: FC1(CN(CC1)C1=CC=C(CN2C(=NC3=C2C=C(C=C3)OCC3=NC=C(C=C3)C)[C@@H]3[C@@H](CCCC3)C(=O)O)C=C1)F (racemic cis-2-{1-[4-(3,3-Difluoropyrrolidin-1-yl)benzyl]-6-[(5-methylpyridin-2-yl)methoxy]-1H-benzimidazol-2-yl}cyclohexanecarboxylic acid). Yield: 40.8%. RXN SMILES: Br[C:2]1[CH:35]=[CH:34][C:5]([CH2:6][N:7]2[C:11]3[CH:12]=[C:13]([O:16][CH2:17][C:18]4[CH:23]=[CH:22][C:21]([CH3:24])=[CH:20][N:19]=4)[CH:14]=[CH:15][C:10]=3[N:9]=[C:8]2[C@H:25]2[CH2:30][CH2:29][CH2:28][CH2:27][C@H:26]2[C:31]([OH:33])=[O:32])=[CH:4][CH:3]=1.CC(OC1C=CC=C(OC(C)C)C=1C1C(P(C2CCCCC2)C2CCCCC2)=CC=CC=1)C.Cl.[F:70][C:71]1([F:76])[CH2:75][CH2:74][NH:73][CH2:72]1.N#N>>[F:70][C:71]1([F:76])[CH2:75][CH2:74][N:73]([C:2]2[CH:35]=[CH:34][C:5]([CH2:6][N:7]3[C:11]4[CH:12]=[C:13]([O:16][CH2:17][C:18]5[CH:23]=[CH:22][C:21]([CH3:24])=[CH:20][N:19]=5)[CH:14]=[CH:15][C:10]=4[N:9]=[C:8]3[C@H:25]3[CH2:30][CH2:29][CH2:28][CH2:27][C@H:26]3[C:31]([OH:33])=[O:32])=[CH:4][CH:3]=2)[CH2:72]1 |f:2.3|. Procedure: To a sealable vial was added racemic cis-2-{1-(4-bromobenzyl)-6-[(5-methylpyridin-2-yl)methoxy]-1H-benzimidazol-2-yl}cyclohexanecarboxylic acid (320 mg, 0.56 mmol) RuPhos precatalyst (45 mg, 0.060 mmol), RuPhos (28.5 mg, 0.060 mmol) and 3,3-difluoropyrrolidine hydrochloride (172 mg, 1.20 mmol) and N2 sparged THF (6.0 mL) followed by LiHMDS (3.0 mL, 1.0 M in THF). The resulting reddish mixture was heated to 50° Celsius for 2 h. The reaction mixture was cooled to RT and treated with HCl (3 mL, 0.5... The product is COc1cc(C(=O)O)ncc1Cl. Starting materials: CC(C)=O, C=Cc1cc(OC)c(Cl)cn1, [K+], O=[Mn](=O)(=O)[O-], O. Reaction SMILES: [CH3:19][C:20](=[O:21])[CH3:22].[Cl:1][c:2]1[c:3]([O:10][CH3:11])[cH:4][c:5]([CH:8]=[CH2:9])[n:6][cH:7]1.[K+:17].[Mn:12](=[O:13])([O-:14])(=[O:15])=[O:16].[OH2:18]>>[Cl:1][c:2]1[c:3]([O:10][CH3:11])[cH:4][c:5]([C:8]([OH:13])=[O:18])[n:6][cH:7]1. The reactants are NC=1N=C(C(CN1)(C)Cl)C (2-amino-5-chloro-5,6-dimethylpyrimidine), C(C)#N (acetonitrile), ClC1=NC=CC=C1S(=O)(=O)N=C=O (2-chloropyridine-3-sulfonylisocyanate). The product is ClC1=NC=CC=C1S(=O)(=O)NC(=O)NC1=NC(=C(C(=N1)C)Cl)C (2-Chloro-N-[(5-chloro-4,6-dimethylpyrimidin-2-yl)aminocarbonyl]-3-pyridinesulfonamide). RXN SMILES: [NH2:1][C:2]1[N:3]=[C:4]([CH3:10])[C:5]([Cl:9])(C)[CH2:6][N:7]=1.[Cl:11][C:12]1[C:17]([S:18]([N:21]=[C:22]=[O:23])(=[O:20])=[O:19])=[CH:16][CH:15]=[CH:14][N:13]=1.[C:24](#N)C>>[Cl:11][C:12]1[C:17]([S:18]([NH:21][C:22]([NH:1][C:2]2[N:7]=[C:6]([CH3:24])[C:5]([Cl:9])=[C:4]([CH3:10])[N:3]=2)=[O:23])(=[O:19])=[O:20])=[CH:16][CH:15]=[CH:14][N:13]=1. Procedure details: To a stirred suspension of 1.4 g of 2-amino-5-chloro-5,6-dimethylpyrimidine in 20 ml of dry acetonitrile at room temperature is added 2.2 g of 2-chloropyridine-3-sulfonylisocyanate. The mixture is stirred for several hours, evaporated to dryness and the residue is mixed with 30 ml of water and enough 10% sodium hydroxide to adjust the pH to 11. This mixture is filtered and the filtrate adjusted to pH 7 by the addition of 10% hydrochloric acid and then refiltered. Acidification of this filtrate t... Reactants: [N+](=O)([O-])C=1C=C2C(=CC(OC2=C(C1OCC=C)C)=O)C (6-nitro-4,8-dimethyl-7-allyloxycoumarin), Cl (hydrochloric acid), [Sn](Cl)Cl (tin(II) chloride), [Sn] (tin). The solvent is C(C)O (ethanol). Yields the product NC=1C=C2C(=CC(OC2=C(C1OCC=C)C)=O)C (6-amino-4,8-dimethyl-7-allyloxycoumarin). As a reaction SMILES: [N+:1]([C:4]1[CH:5]=[C:6]2[C:11](=[C:12]([CH3:18])[C:13]=1[O:14][CH2:15][CH:16]=[CH2:17])[O:10][C:9](=[O:19])[CH:8]=[C:7]2[CH3:20])([O-])=O.[Sn](Cl)Cl.[Sn].Cl>C(O)C>[NH2:1][C:4]1[CH:5]=[C:6]2[C:11](=[C:12]([CH3:18])[C:13]=1[O:14][CH2:15][CH:16]=[CH2:17])[O:10][C:9](=[O:19])[CH:8]=[C:7]2[CH3:20] |^3:23|. Procedure details: Generally, the diazonium tetrafluoroborate intermediates are prepared by nitration of 7-hydroxycoumarin with nitric acid in sulfuric acid to give 6-nitro-4-8-dimethyl-7-hydroxycoumarin 1 (see Example 1 below) which is then o-allylated by treatment with allyl bromide and potassium carbonate in dimethylsulfoxide to produce 6-nitro-4,8-dimethyl-7-allyloxycoumarin 2 (see Example 2 below). The 6-nitro-4,8-dimethyl-7-allyloxycoumarin is then reduced by treatment with tin(II) chloride, tin, and concent... Reactants: CCOC(C)O, COc1cc2ncc(C#N)c(Cl)c2cc1OC, Cl, Nc1cccc2cccnc12, [Na+], [Na+], O=C([O-])[O-], O, c1ccncc1. Product: COc1cc2ncc(C#N)c(Nc3cccc4cccnc34)c2cc1OC. RXN SMILES: [CH2:36]([O:37][CH:38]([OH:39])[CH3:40])[CH3:41].[Cl:1][c:2]1[c:3]([C:16]#[N:17])[cH:4][n:5][c:6]2[cH:7][c:8]([O:14][CH3:15])[c:9]([O:12][CH3:13])[cH:10][c:11]12.[ClH:29].[NH2:18][c:19]1[cH:20][cH:21][cH:22][c:23]2[cH:24][cH:25][cH:26][n:27][c:28]12.[Na+:42].[Na+:43].[O-:44][C:45](=[O:46])[O-:47].[OH2:48].[n:30]1[cH:31][cH:32][cH:33][cH:34][cH:35]1>>[c:2]1([NH:18][c:19]2[cH:20][cH:21][cH:22][c:23]3[cH:24][cH:25][cH:26][n:27][c:28]23)[c:3]([C:16]#[N:17])[cH:4][n:5][c:6]2[cH:7][c:8]([O:14][CH3:15])[c:9]([O:12][CH3:13])[cH:10][c:11]12. Reactants: C(CCCCC)(=O)CC(=O)O (hexanoylacetic acid), C(C(=O)Cl)(=O)Cl (oxalyl chloride). The solvent is CCCCCC (hexane). Reaction conditions: time 1 hour. Product: C(CCCCC)(=O)CC(=O)Cl (Hexanoylacetyl Chloride). Isolated yield 96.8%. RXN SMILES: [C:1]([CH2:8][C:9]([OH:11])=O)(=[O:7])[CH2:2][CH2:3][CH2:4][CH2:5][CH3:6].C(Cl)(=O)C([Cl:15])=O>CCCCCC>[C:1]([CH2:8][C:9]([Cl:15])=[O:11])(=[O:7])[CH2:2][CH2:3][CH2:4][CH2:5][CH3:6]. Reported procedure: 8.7 g (0.05 m) of hexanoylacetic acid and 12.7 g (0.10 m) of oxalyl chloride were mixed together at room temperature. The reaction was heated gradually over one hour to 50°-60° C., then to 60°-70° C. under aspirator pressure for one hour. The reaction mixture was diluted with 125 ml hexane, washed with 3×100 ml ice water, dried over 20 g MgSO4, and roto-vapped at 50° C. to yield an oil (9.4 g, 98% yield). The reactants are O=C1C(NC2=CC=CC=C2N1)CC(=O)N (2-(3-Oxo-1,2,3,4-tetrahydroquinoxalin-2-yl)-acetamide), [OH-].[Na+] (NaOH), Cl (HCl). Product: O=C1C(NC2=CC=CC=C2N1)CC(=O)O ((3-Oxo-1,2,3,4-tetrahydro-quinoxalin-2-yl)-acetic acid). RXN SMILES: [O:1]=[C:2]1[NH:11][C:10]2[C:5](=[CH:6][CH:7]=[CH:8][CH:9]=2)[NH:4][CH:3]1[CH2:12][C:13](N)=[O:14].Cl.[OH-:17].[Na+]>>[O:1]=[C:2]1[NH:11][C:10]2[C:5](=[CH:6][CH:7]=[CH:8][CH:9]=2)[NH:4][CH:3]1[CH2:12][C:13]([OH:14])=[O:17] |f:2.3|. Procedure details: 2-(3-Oxo-1,2,3,4-tetrahydroquinoxalin-2-yl)-acetamide (22 g, 0.11 mol) was dissolved in 10% NaOH (600 mL) and was heated under reflux for 3 hours. The mixture was cooled down via an ice-bath and was acidified with pre-cooled 10% HCl to pH -6. The solvent was concentrated and the resulting precipitate was isolated via filtration to give a gray solid as the title product: 1H NMR (DMSO-d6) δ=12.35 (bs, 1H), 10.25 (bs, 1H), 6.74–6.68 (m, 3H), 6.61–6.58 (m, 1H), 5.91 (bs, 1H), 4.08–4.04 (m, 1H), 2.69...